This data is from the Open Reaction Database (ORD), a public repository of structured organic reaction records. The task is: describe an organic reaction: reactants, conditions, products, and yield Starting materials: O=C([O-])[O-], CC#N, OB(O)c1ccccc1F, Nc1nc(=O)n(C2CCC(NS(=O)(=O)c3cccc(Br)c3)C2)cc1F, [Na+], [Na+]. Product: Nc1nc(=O)n(C2CCC(NS(=O)(=O)c3cccc(-c4ccccc4F)c3)C2)cc1F. As a reaction SMILES: [C:36](=[O:37])([O-:38])[O-:39].[CH3:42][C:43]#[N:44].[F:26][c:27]1[c:28]([B:33]([OH:34])[OH:35])[cH:29][cH:30][cH:31][cH:32]1.[NH2:1][c:2]1[n:3][c:4](=[O:25])[n:5]([CH:9]2[CH2:10][CH:11]([NH:14][S:15](=[O:16])(=[O:17])[c:18]3[cH:19][c:20]([Br:24])[cH:21][cH:22][cH:23]3)[CH2:12][CH2:13]2)[cH:6][c:7]1[F:8].[Na+:40].[Na+:41]>>[NH2:1][c:2]1[n:3][c:4](=[O:25])[n:5]([CH:9]2[CH2:10][CH:11]([NH:14][S:15](=[O:16])(=[O:17])[c:18]3[cH:19][c:20](-[c:28]4[c:27]([F:26])[cH:32][cH:31][cH:30][cH:29]4)[cH:21][cH:22][cH:23]3)[CH2:12][CH2:13]2)[cH:6][c:7]1[F:8].